The task is: describe an organic reaction: reactants, conditions, products, and yield. This data is from the Open Reaction Database (ORD), a public repository of structured organic reaction records. Procedure: A 1000 ml 3-necked round-bottomed flask was fitted with a mechanical stirrer through a mineral oil sealed bearing, a reflux condenser and 1000 ml addition funnel. A mixture of 156 g of 2,3-dibromopropene and 150 ml of dry ethyl ether was added. The flask was cooled to 0° C. in acetone/dry-ice and a solution of phenyl magnesium bromide, prepared from 18.7 g of magnesium, 120.8 g of bromobenzene, and 350 ml of dry ether was added at such a rate so that the temperature did not exceed 15° C. The add... Reaction SMILES: [Br:1][C:2]([CH2:4]Br)=[CH2:3].[C:6]1([Mg]Br)[CH:11]=[CH:10][CH:9]=[CH:8][CH:7]=1.[Mg].BrC1C=CC=CC=1.Cl>CC(C)=O.C(=O)=O.O.CCOCC>[Br:1][C:2]([CH2:4][C:6]1[CH:11]=[CH:10][CH:9]=[CH:8][CH:7]=1)=[CH2:3] |f:5.6|. The product is BrC(=C)CC1=CC=CC=C1 (2-Bromo-3-phenyl-1-propene). Solvent: CCOCC (ether), CC(=O)C.C(=O)=O (acetone dry-ice), C(C)OCC (ethyl ether), O (water), CC(=O)C.C(=O)=O (acetone dry-ice). Starting materials: C1(=CC=CC=C1)[Mg]Br (phenyl magnesium bromide), [Mg] (magnesium), BrC1=CC=CC=C1 (bromobenzene), BrC(=C)CBr (2,3-dibromopropene), Cl (hydrochloric acid). Reaction conditions: time 1 hour. Reactants: OC1=CC(=C(C=C1)N)C(=O)OC (4-hydroxy-2-(methoxycarbonyl)benzenamine), C1(=CC=CC=C1)P(C1=CC=CC=C1)C1=CC=CC=C1 (triphenylphosphine), OC1CCN(CC1)C(=O)OC(C)(C)C (4-hydroxy-N-(t-butoxycarbonyl)piperidine), CCOC(=O)/N=N/C(=O)OCC (DEAD). The solvent is C1CCOC1 (THF). Run at time 8 hour. Yields the product C(C)(C)(C)OC(=O)N1CCC(CC1)OC1=CC(=C(C=C1)N)C(=O)OC (4-(N′-(t-butoxycarbonyl)piperidin-4-yl)oxy-2-(methoxycarbonyl)benzenamine). Yield: 51.3%. RXN SMILES: [OH:1][C:2]1[CH:7]=[CH:6][C:5]([NH2:8])=[C:4]([C:9]([O:11][CH3:12])=[O:10])[CH:3]=1.C1(P(C2C=CC=CC=2)C2C=CC=CC=2)C=CC=CC=1.O[CH:33]1[CH2:38][CH2:37][N:36]([C:39]([O:41][C:42]([CH3:45])([CH3:44])[CH3:43])=[O:40])[CH2:35][CH2:34]1.CCOC(/N=N/C(OCC)=O)=O>C1COCC1>[C:42]([O:41][C:39]([N:36]1[CH2:37][CH2:38][CH:33]([O:1][C:2]2[CH:7]=[CH:6][C:5]([NH2:8])=[C:4]([C:9]([O:11][CH3:12])=[O:10])[CH:3]=2)[CH2:34][CH2:35]1)=[O:40])([CH3:45])([CH3:43])[CH3:44]. Procedure: To 4-hydroxy-2-(methoxycarbonyl)benzenamine (6.8 g), triphenylphosphine (14.2 g) and 4-hydroxy-N-(t-butoxycarbonyl)piperidine (9.06 g) in THF (200 mL) was added DEAD (9.51 g) drop-wise at ambient temperature. The reaction was stirred at ambient temperature for overnight, concentrated and re-dissolved in ether. The ether layer was washed with 0.5 N NaOH aqueous solution, water and brine. It was then concentrated and purified on silica gel column (ethyl acetate/hexane, gradient) to afford 4-(N′-(t... The reactants are COc1cc(CN2C(=O)CCC2CO)c(-c2cccnc2OCc2ccccc2)cc1C(C)(C)C, CO. Product: COc1cc(CN2C(=O)CCC2CO)c(-c2ccc[nH]c2=O)cc1C(C)(C)C. Reaction SMILES: [CH2:1]([c:2]1[cH:3][cH:4][cH:5][cH:6][cH:7]1)[O:8][c:9]1[n:10][cH:11][cH:12][cH:13][c:14]1-[c:15]1[c:16]([CH2:17][N:18]2[C:19](=[O:25])[CH2:20][CH2:21][CH:22]2[CH2:23][OH:24])[cH:26][c:27]([O:34][CH3:35])[c:28]([C:30]([CH3:31])([CH3:32])[CH3:33])[cH:29]1.[CH3:36][OH:37]>>[O:8]=[c:9]1[nH:10][cH:11][cH:12][cH:13][c:14]1-[c:15]1[c:16]([CH2:17][N:18]2[C:19](=[O:25])[CH2:20][CH2:21][CH:22]2[CH2:23][OH:24])[cH:26][c:27]([O:34][CH3:35])[c:28]([C:30]([CH3:31])([CH3:32])[CH3:33])[cH:29]1. The reactants are C=CCOC(=O)N1CC(SC(c2ccccc2)(c2ccccc2)c2ccccc2)CC1CCN=[N+]=[N-], N, c1ccc(P(c2ccccc2)c2ccccc2)cc1, c1ccncc1. Yields the product C=CCOC(=O)N1CC(SC(c2ccccc2)(c2ccccc2)c2ccccc2)CC1CCN. As a reaction SMILES: [CH2:1]([CH:2]=[CH2:3])[O:4][C:5](=[O:6])[N:7]1[CH:8]([CH2:32][CH2:33][N:34]=[N+:35]=[N-:36])[CH2:9][CH:10]([S:12][C:13]([c:14]2[cH:15][cH:16][cH:17][cH:18][cH:19]2)([c:20]2[cH:21][cH:22][cH:23][cH:24][cH:25]2)[c:26]2[cH:27][cH:28][cH:29][cH:30][cH:31]2)[CH2:11]1.[NH3:56].[c:37]1([P:38]([c:39]2[cH:40][cH:41][cH:42][cH:43][cH:44]2)[c:45]2[cH:46][cH:47][cH:48][cH:49][cH:50]2)[cH:51][cH:52][cH:53][cH:54][cH:55]1.[cH:57]1[cH:58][cH:59][n:60][cH:61][cH:62]1>>[CH2:1]([CH:2]=[CH2:3])[O:4][C:5](=[O:6])[N:7]1[CH:8]([CH2:32][CH2:33][NH2:34])[CH2:9][CH:10]([S:12][C:13]([c:14]2[cH:15][cH:16][cH:17][cH:18][cH:19]2)([c:20]2[cH:21][cH:22][cH:23][cH:24][cH:25]2)[c:26]2[cH:27][cH:28][cH:29][cH:30][cH:31]2)[CH2:11]1. The reactants are N1(CCC1)C1=NC=NN2C1=C(N=C2C)C=2C=NN(C2)C (4-(azetidin-1-yl)-7-methyl-5-(1-methyl-1H-pyrazol-4-yl)imidazo[5,1-f][1,2,4]triazine), N1(CCC1)C1=NC=NN2C1=C(N=C2C)C=2C=NN(C2)C (4-(Azetidin-1-yl)-7-methyl-5-(1-methyl-1H-pyrazol-4-yl)imidazo[5,1-f][1,2,4]triazine), BrC1=CC=C(C=C1)Cl (1-bromo-4-chlorobenzene), C([O-])([O-])=O.[K+].[K+] (potassium carbonate). The reagents and catalysts are [CH2-]C=C.[CH2-]C=C.Cl[Pd+].Cl[Pd+] (allylpalladium(II) chloride dimer). The product is N1(CCC1)C1=NC=NN2C1=C(N=C2C)C=2C=NN(C2C2=CC=C(C=C2)Cl)C (4-(azetidin-1-yl)-5-[5-(4-chlorophenyl)-1-methyl-1H-pyrazol-4-yl]-7-methylimidazo[5,1-f][1,2,4]triazine). The yield is 177.4%. RXN SMILES: [N:1]1([C:5]2[C:10]3=[C:11]([C:15]4[CH:16]=[N:17][N:18]([CH3:20])[CH:19]=4)[N:12]=[C:13]([CH3:14])[N:9]3[N:8]=[CH:7][N:6]=2)[CH2:4][CH2:3][CH2:2]1.Br[C:22]1[CH:27]=[CH:26][C:25]([Cl:28])=[CH:24][CH:23]=1.C(=O)([O-])[O-].[K+].[K+]>[CH2-]C=C.[CH2-]C=C.Cl[Pd+].Cl[Pd+]>[N:1]1([C:5]2[C:10]3=[C:11]([C:15]4[CH:16]=[N:17][N:18]([CH3:20])[C:19]=4[C:22]4[CH:27]=[CH:26][C:25]([Cl:28])=[CH:24][CH:23]=4)[N:12]=[C:13]([CH3:14])[N:9]3[N:8]=[CH:7][N:6]=2)[CH2:4][CH2:3][CH2:2]1 |f:2.3.4,5.6.7.8|. Procedure: 4-(Azetidin-1-yl)-7-methyl-5-(1-methyl-1H-pyrazol-4-yl)imidazo[5,1-f][1,2,4]triazine (10.0 g, 37.1 mmol), 1-bromo-4-chlorobenzene (14.2 g, 74.2 mmol), freshly ground potassium carbonate (15.4 g, 111 mmol) and allylpalladium(II) chloride dimer (970 mg, 2.60 mmol) were combined in a reaction flask; the flask was then evacuated under vacuum and flushed with nitrogen. 1,4-Dioxane (180 mL) was added, and the reaction was stirred at room temperature. The mixture was degassed under vacuum, and nitrogen... The reactants are CCCCOCCOc1ccc(-c2ccc3c(c2)C=C(C(=O)Nc2ccc(SCc4ncn(C)n4)cc2)CCN3CC(C)C)cc1, ClCCl, [Na+], [Na+], O=C(OO)c1cccc(Cl)c1, O=S([O-])([O-])=S. The product is CCCCOCCOc1ccc(-c2ccc3c(c2)C=C(C(=O)Nc2ccc(S(=O)Cc4ncn(C)n4)cc2)CCN3CC(C)C)cc1. As a reaction SMILES: [CH2:1]([CH2:2][CH2:3][CH3:4])[O:5][CH2:6][CH2:7][O:8][c:9]1[cH:10][cH:11][c:12](-[c:15]2[cH:16][cH:17][c:18]3[c:19]([cH:46]2)[CH:20]=[C:21]([C:29](=[O:30])[NH:31][c:32]2[cH:33][cH:34][c:35]([S:38][CH2:39][c:40]4[n:41][n:42]([CH3:45])[cH:43][n:44]4)[cH:36][cH:37]2)[CH2:22][CH2:23][N:24]3[CH2:25][CH:26]([CH3:27])[CH3:28])[cH:13][cH:14]1.[Cl:65][CH2:66][Cl:67].[Na+:63].[Na+:64].[OH:47][O:48][C:49]([c:50]1[cH:51][c:52]([Cl:53])[cH:54][cH:55][cH:56]1)=[O:57].[S:58]([O-:59])([O-:60])(=[O:61])=[S:62]>>[CH2:1]([CH2:2][CH2:3][CH3:4])[O:5][CH2:6][CH2:7][O:8][c:9]1[cH:10][cH:11][c:12](-[c:15]2[cH:16][cH:17][c:18]3[c:19]([cH:46]2)[CH:20]=[C:21]([C:29](=[O:30])[NH:31][c:32]2[cH:33][cH:34][c:35]([S:38]([CH2:39][c:40]4[n:41][n:42]([CH3:45])[cH:43][n:44]4)=[O:47])[cH:36][cH:37]2)[CH2:22][CH2:23][N:24]3[CH2:25][CH:26]([CH3:27])[CH3:28])[cH:13][cH:14]1. The reactants are [Al+3], O=Cc1ccc(F)c(Br)c1, [H-], [H-], [H-], [H-], [Li+], C1CCOC1, O. Yields the product OCc1ccc(F)c(Br)c1. As a reaction SMILES: [Al+3:2].[Br:7][c:8]1[cH:9][c:10]([CH:11]=[O:12])[cH:13][cH:14][c:15]1[F:16].[H-:1].[H-:4].[H-:5].[H-:6].[Li+:3].[O:18]1[CH2:19][CH2:20][CH2:21][CH2:22]1.[OH2:17]>>[Br:7][c:8]1[cH:9][c:10]([CH2:11][OH:12])[cH:13][cH:14][c:15]1[F:16]. The reactants are C1[C@@H]2N(C1=O)[C@H](/C(=C/CO)/O2)C(=O)O (clavulanic acid), C(C=C)(=O)OCC1=CC=C(C=C1)[N+](=O)[O-] (p-Nitrobenzyl acrylate). The solvent is C(C)(=O)OCC (ethyl acetate). The product is C(=C)C1=CN2C(C[C@H]2O1)=O ((5R)-3-Vinyl-7-oxo-4-oxa-1-azabicyclo[3.2.0]hept-2-ene), gum. Reaction SMILES: [CH2:1]1[C:4](=[O:5])[N:3]2[C@@H:6](C(O)=O)/[C:7](/[O:11][C@H:2]12)=[CH:8]/[CH2:9]O.C(OCC1C=CC([N+]([O-])=O)=CC=1)(=O)C=C>C(OCC)(=O)C>[CH:8]([C:7]1[O:11][C@H:2]2[N:3]([C:4](=[O:5])[CH2:1]2)[CH:6]=1)=[CH2:9]. Reported procedure: prepared from 1.01 g clavulanic acid according to Example 1) was dissolved in dry 1,2-dimeth xyethane (10 ml) containing hydroquinolinone (50 mg). p-Nitrobenzyl acrylate (1.8 g) was added to the solution which was then heated at 85° (bath temperature) with exclusion of moisture for 2.5 hours. The mixture was cooled, diluted with ethyl acetate (50 ml), and filtered. The solvent was evaporated from the filtrate under reduced pressure to give a yellow oil which was chromatographed on silica gel (15...